Dataset: the Open Reaction Database (ORD), a public repository of structured organic reaction records. Task: describe an organic reaction: reactants, conditions, products, and yield The reactants are [H-].[Al+3].[Li+].[H-].[H-].[H-] (Lithium aluminum hydride), ClC1=C(SC=C1C)C(=O)OC (methyl 3-chloro-4-methylthiophene-2-carboxylate), Cl (hydrochloric acid). The solvent is C1CCOC1 (THF). Reaction conditions: temperature 0 celsius, time 20 minute. Yields the product ClC1=C(SC=C1C)CO ((3-chloro-4-methyl-2-thienyl)methanol). Yield: 92.4%. Reaction SMILES: [H-].[Al+3].[Li+].[H-].[H-].[H-].[Cl:7][C:8]1[C:12]([CH3:13])=[CH:11][S:10][C:9]=1[C:14](OC)=[O:15].Cl>C1COCC1>[Cl:7][C:8]1[C:12]([CH3:13])=[CH:11][S:10][C:9]=1[CH2:14][OH:15] |f:0.1.2.3.4.5|. Procedure details: Lithium aluminum hydride (1.35 g) was added to a THF (50 ml) solution of methyl 3-chloro-4-methylthiophene-2-carboxylate (3.40 g) at 0° C., followed by stirring at 0° C. for 20 minutes. An 1M aqueous hydrochloric acid solution was added to the reaction solution and the whole was stirred at room temperature for 1 hour. The solution was filtered and, after ethyl acetate was added, the organic layer was separated. Furthermore, the organic layer washed with brine and, after drying over anhydrous sod...